From a dataset of the Open Reaction Database (ORD), a public repository of structured organic reaction records. describe an organic reaction: reactants, conditions, products, and yield Reactants: Cc1cccnc1-c1c(-c2ccc(Cl)cc2)c(C)n[nH]c1=O, O=P(Cl)(Cl)Cl. Product: Cc1cccnc1-c1c(Cl)nnc(C)c1-c1ccc(Cl)cc1. Reaction SMILES: [Cl:1][c:2]1[cH:3][cH:4][c:5](-[c:8]2[c:9](-[c:16]3[n:17][cH:18][cH:19][cH:20][c:21]3[CH3:22])[c:10](=[O:15])[nH:11][n:12][c:13]2[CH3:14])[cH:6][cH:7]1.[P:23]([Cl:24])([Cl:25])([Cl:26])=[O:27]>>[Cl:1][c:2]1[cH:3][cH:4][c:5](-[c:8]2[c:9](-[c:16]3[n:17][cH:18][cH:19][cH:20][c:21]3[CH3:22])[c:10]([Cl:25])[n:11][n:12][c:13]2[CH3:14])[cH:6][cH:7]1. Starting materials: C([O-])([O-])=O.[K+].[K+] (potassium carbonate), ice, ClC1=CC=C(C(C2=CC=C(C=C2)Cl)=NN)C=C1 (4,4'-dichlorobenzophenone hydrazone), S(=O)(=O)([O-])[O-].[Mg+2] (magnesium sulfate). The reagents and catalysts are [Ag]=O (silver oxide). The solvent is C(Cl)Cl (methylene chloride). Reaction conditions: time 1 hour. Yields the product ClC1=CC=C(C=C1)C(=[N+]=[N-])C1=CC=C(C=C1)Cl (di(4-chlorophenyl)diazomethane). Reaction SMILES: [Cl:1][C:2]1[CH:17]=[CH:16][C:5]([C:6](=[N:14][NH2:15])[C:7]2[CH:12]=[CH:11][C:10]([Cl:13])=[CH:9][CH:8]=2)=[CH:4][CH:3]=1.S([O-])([O-])(=O)=O.[Mg+2].C(=O)([O-])[O-].[K+].[K+]>C(Cl)Cl.[Ag]=O>[Cl:1][C:2]1[CH:17]=[CH:16][C:5]([C:6]([C:7]2[CH:12]=[CH:11][C:10]([Cl:13])=[CH:9][CH:8]=2)=[N+:14]=[N-:15])=[CH:4][CH:3]=1 |f:1.2,3.4.5|. Procedure: To a stirred ice-cold solution of 4,4'-dichlorobenzophenone hydrazone (1.303 g) in dry methylene chloride (20 ml) was added magnesium sulfate (590 mg), silver oxide (1.196 g) was added in one portion followed by potassium carbonate (30 mg). The mixture was stirred at ice-temperature for 1 hour, then at room temperature for an additional hour, filtered through Celite to give a dark purple solution which was directly used for the cycloaddition reaction. Product: C(C1=CC=CC=C1)OC(C[C@@H](CC1=CC=C(C=C1)C1=CC(=CC=C1)Cl)NC(/C=C/C(=O)OCC)=O)=O ((R,E)-ethyl 4-(4-(benzyloxy)-1-(3′-chlorobiphenyl-4-yl)-4-oxobutan-2-ylamino)-4-oxobut-2-enoate). Procedure: To (R)-benzyl 3-amino-4-(3′-chlorobiphenyl-4-yl)butanoate (Intermediate 9-2: 87.6 mg, 0.183 mmol) is added a solution of HCl in 1,4-dioxane (0.456 mL, 1.825 mmol) at room temperature. After stirring for 3 hours, the reaction mixture is concentrated under reduced pressure to give (R)-benzyl 3-amino-4-(3′-chlorobiphenyl-4-yl)butanoate hydrochloride. A mixture of (R)-benzyl 3-amino-4-(3′-chlorobiphenyl-4-yl)butanoate hydrochloride, fumaric acid monoethyl ester (33.4 mg, 0.220 mmol), EDCl (63.3 mg, ... RXN SMILES: Cl.[NH2:2][C@H:3]([CH2:15][C:16]1[CH:21]=[CH:20][C:19]([C:22]2[CH:27]=[CH:26][CH:25]=[C:24]([Cl:28])[CH:23]=2)=[CH:18][CH:17]=1)[CH2:4][C:5]([O:7][CH2:8][C:9]1[CH:14]=[CH:13][CH:12]=[CH:11][CH:10]=1)=[O:6].[CH2:29]([O:31][C:32](=[O:38])/[CH:33]=[CH:34]/[C:35](O)=[O:36])[CH3:30].CCN=C=NCCCN(C)C.Cl.CCN(C(C)C)C(C)C.C1C=NC2N(O)N=NC=2C=1>CN(C=O)C.O>[CH2:8]([O:7][C:5](=[O:6])[CH2:4][C@H:3]([NH:2][C:35](=[O:36])/[CH:34]=[CH:33]/[C:32]([O:31][CH2:29][CH3:30])=[O:38])[CH2:15][C:16]1[CH:17]=[CH:18][C:19]([C:22]2[CH:27]=[CH:26][CH:25]=[C:24]([Cl:28])[CH:23]=2)=[CH:20][CH:21]=1)[C:9]1[CH:10]=[CH:11][CH:12]=[CH:13][CH:14]=1 |f:0.1,3.4|. Run in CN(C)C=O (DMF), O (water). Conditions: time 3 hour. The reactants are Cl.N[C@@H](CC(=O)OCC1=CC=CC=C1)CC1=CC=C(C=C1)C1=CC(=CC=C1)Cl ((R)-benzyl 3-amino-4-(3′-chlorobiphenyl-4-yl)butanoate hydrochloride), C(C)OC(\C=C\C(=O)O)=O (fumaric acid monoethyl ester), CCN=C=NCCCN(C)C.Cl (EDCl), CCN(C(C)C)C(C)C (DIPEA), C1=CC2=C(N=C1)N(N=N2)O (HOAt). The reactants are CNC(C1=CC(=CC=C1)C1=CC(=C(C=C1)O[C@H]1O[C@@H]([C@H]([C@@H]([C@@H]1O)O)O)CO)C)=O (N-methyl-3-[3-methyl-4-[(2R,3S,4S,5S,6R)-3,4,5-trihydroxy-6-(hydroxymethyl)tetrahydropyran-2-yl]oxy-phenyl]benzamide), C(C)(=O)O[C@H]1[C@@H]([C@H](O[C@@H]([C@@H]1OC(C)=O)COC(C)=O)OC1=C(C=C(C=C1)Br)Cl)CC(=O)[O-] ([(2R,3S,4S,5R,6R)-4,5-diacetoxy-6-(acetoxymethyl)-2-(4-bromo-2-chloro-phenoxy)tetrahydropyran-3-yl]acetate), COC(=O)C=1C=C(C=CC1)B(O)O (3-methoxycarbonylphenyl boronic acid). Product: ClC=1C=C(C=CC1O[C@H]1O[C@@H]([C@H]([C@@H]([C@@H]1O)O)O)CO)C=1C=C(C(=O)OC)C=CC1 (Methyl 3-[3-chloro-4-[(2R,3S,4S,5S,6R)-3,4,5-trihydroxy-6-(hydroxymethyl)tetrahydropyran-2-yl]oxy-phenyl]benzoate). Isolated yield 43.0%. RXN SMILES: CNC(=O)C1C=CC=C(C2C=CC([O:16][C@@H]3[C@@H](O)[C@@H](O)[C@H](O)[C@@H](CO)O3)=C(C)C=2)C=1.C([O:33][C@@H:34]1[C@@H:39]([O:40]C(=O)C)[C@@H:38]([CH2:44][O:45]C(=O)C)[O:37][C@H:36]([O:49][C:50]2[CH:55]=[CH:54][C:53](Br)=[CH:52][C:51]=2[Cl:57])[C@H:35]1CC([O-])=O)(=O)C.[CH3:62][O:63][C:64]([C:66]1[CH:67]=[C:68](B(O)O)[CH:69]=[CH:70][CH:71]=1)=[O:65]>>[Cl:57][C:51]1[CH:52]=[C:53]([C:68]2[CH:67]=[C:66]([CH:71]=[CH:70][CH:69]=2)[C:64]([O:63][CH3:62])=[O:65])[CH:54]=[CH:55][C:50]=1[O:49][C@@H:36]1[C@@H:35]([OH:16])[C@@H:34]([OH:33])[C@H:39]([OH:40])[C@@H:38]([CH2:44][OH:45])[O:37]1. Reported procedure: 4b was prepared using the same procedure as for 5b with [(2R,3S,4S,5R,6R)-4,5-diacetoxy-6-(acetoxymethyl)-2-(4-bromo-2-chloro-phenoxy)tetrahydropyran-3-yl]acetate and 3-methoxycarbonylphenyl boronic acid as the reactants. It was further purified by HPLC (C18, 15*150 mm column; eluent: acetonitrile/water (0.1% TFA)). Yield: 43%. 1H NMR (300 MHz, METHANOL-d4) δ ppm 3.59-3.71 (m, 1H) 3.71-3.85 (m, 3H) 3.94 (s, 3H) 4.01 (dd, J=9.34, 3.30 Hz, 1H) 4.12 (dd, J=3.30, 1.92 Hz, 1H) 5.61 (d, J=1.65 Hz, 1H)... Reactants: [OH-].[Na+] (sodium hydroxide), COC=1C=C2C(=CC=NC2=CC1)CCC[C@H]1[C@H](CN(CC1)CCCC1=CC(=CC=C1)F)C(=O)OC (methyl (3R,4R)-4-[3-(6-methoxyquinolin-4-yl)propyl]-1-[3-(3-fluorophenyl)propyl]piperidine-3-carboxylate), [OH-].[Na+] (sodium hydroxide). Run in CO (methanol). Conditions: temperature 25 celsius, time 3 hour. Yields the product COC=1C=C2C(=CC=NC2=CC1)CCC[C@H]1[C@H](CN(CC1)CCCC1=CC(=CC=C1)F)C(=O)O ((3R,4R)-4-[3-(6-methoxyquinolin-4-yl)propyl]-1-[3-(3-fluorophenyl)propyl]piperidine-3-carboxylic acid). The yield is 81.7%. Reaction SMILES: [OH-].[Na+].[CH3:3][O:4][C:5]1[CH:6]=[C:7]2[C:12](=[CH:13][CH:14]=1)[N:11]=[CH:10][CH:9]=[C:8]2[CH2:15][CH2:16][CH2:17][C@@H:18]1[CH2:23][CH2:22][N:21]([CH2:24][CH2:25][CH2:26][C:27]2[CH:32]=[CH:31][CH:30]=[C:29]([F:33])[CH:28]=2)[CH2:20][C@@H:19]1[C:34]([O:36]C)=[O:35]>CO>[CH3:3][O:4][C:5]1[CH:6]=[C:7]2[C:12](=[CH:13][CH:14]=1)[N:11]=[CH:10][CH:9]=[C:8]2[CH2:15][CH2:16][CH2:17][C@@H:18]1[CH2:23][CH2:22][N:21]([CH2:24][CH2:25][CH2:26][C:27]2[CH:32]=[CH:31][CH:30]=[C:29]([F:33])[CH:28]=2)[CH2:20][C@@H:19]1[C:34]([OH:36])=[O:35] |f:0.1|. Procedure: 0.9 cm3 of 5N aqueous sodium hydroxide was added to a solution of 0.58 g of methyl (3R,4R)-4-[3-(6-methoxyquinolin-4-yl)propyl]-1-[3-(3-fluorophenyl)propyl]piperidine-3-carboxylate in 21 cm3 of methanol and then the mixture was heated at a temperature in the region of 60° C. for 20 hours, on conclusion of which 0.2 cm3 of 5N aqueous sodium hydroxide was added. Heating was subsequently continued for 3 hours. After cooling to a temperature in the region of 25° C., the solution was evaporated under... Starting materials: CN1CCCC1=O, CO, O=C([O-])c1ccc2c(c1)nc(Cl)c1ccsc12, NCc1cccnc1. Yields the product O=C(O)c1ccc2c(c1)nc(NCc1cccnc1)c1ccsc12. RXN SMILES: [CH3:26][N:27]1[CH2:28][CH2:29][CH2:30][C:31]1=[O:32].[CH3:33][OH:34].[Cl:1][c:2]1[n:3][c:4]2[cH:5][c:6]([C:15](=[O:16])[O-:17])[cH:7][cH:8][c:9]2[c:10]2[c:11]1[cH:12][cH:13][s:14]2.[NH2:18][CH2:19][c:20]1[cH:21][n:22][cH:23][cH:24][cH:25]1>>[c:2]1([NH:18][CH2:19][c:20]2[cH:21][n:22][cH:23][cH:24][cH:25]2)[n:3][c:4]2[cH:5][c:6]([C:15](=[O:16])[OH:17])[cH:7][cH:8][c:9]2[c:10]2[c:11]1[cH:12][cH:13][s:14]2. Reactants: Cl(=O)(=O)(=O)[O-].FC1=CC=C(C(=O)CCC[N+]2=CC=C(C=C2)C=2OC=CN2)C=C1 (1-(3-p-fluorobenzoylpropyl)- 4-(2-oxazolyl)pyridinium perchlorate), [BH4-].[Na+] (sodium borohydride). Solvent: CO (methanol). The product is FC1=CC=C(C=C1)C(CCCN1CCC(=CC1)C=1OC=CN1)O (3,6-Dihydro-α-(p-fluorophenyl)-4-(2-oxazolyl)- 1(2H)-pyridinebutanol). As a reaction SMILES: Cl([O-])(=O)(=O)=O.[F:6][C:7]1[CH:28]=[CH:27][C:10]([C:11]([CH2:13][CH2:14][CH2:15][N+:16]2[CH:21]=[CH:20][C:19]([C:22]3[O:23][CH:24]=[CH:25][N:26]=3)=[CH:18][CH:17]=2)=[O:12])=[CH:9][CH:8]=1.[BH4-].[Na+]>CO>[F:6][C:7]1[CH:28]=[CH:27][C:10]([CH:11]([OH:12])[CH2:13][CH2:14][CH2:15][N:16]2[CH2:17][CH:18]=[C:19]([C:22]3[O:23][CH:24]=[CH:25][N:26]=3)[CH2:20][CH2:21]2)=[CH:9][CH:8]=1 |f:0.1,2.3|. Reported procedure: To a 1.75 g. portion of 1-(3-p-fluorobenzoylpropyl)- 4-(2-oxazolyl)pyridinium perchlorate, prepared as described in Example 9, in 75 ml. of methanol, is added portionwise with stirring 1.75 g. of sodium borohydride. The mixture is stirred for 1 1/2 hours, allowed to stand, some of the methanol is evaporated and the mixture is poured into ice water causing the formation of a tan solid which is recovered by filtration, m.p. 100°-103° C.